Dataset: the Open Reaction Database (ORD), a public repository of structured organic reaction records. Task: describe an organic reaction: reactants, conditions, products, and yield Reactants: CO (methanol), Cl (hydrochloric acid), C(C)OC([C@H](C[C@@H](C(C)C)CC1=CC=C(C=C1)C(C)(C)C)NC(=O)OC(C)(C)C)=O (2(S)-(tert-butoxycarbonyl)amino-4(S)-(p-tert-butyl-benzyl)-5-methyl-hexanoic acid ethyl ester). Solvent: C1(=CC=CC=C1)C (toluene), C1(=CC=CC=C1)C (toluene). Conditions: temperature -70 celsius, time 30 minute. Yields the product C(C)(C)(C)OC(=O)N[C@H](C=O)C[C@@H](C(C)C)CC1=CC=C(C=C1)C(C)(C)C (2(S)-(tert-butoxycarbonyl)amino-4(S)-(p-tert-butyl-benzyl)-5-methyl-hexanal). RXN SMILES: C([O:3][C:4](=O)[C@@H:5]([NH:22][C:23]([O:25][C:26]([CH3:29])([CH3:28])[CH3:27])=[O:24])[CH2:6][C@H:7]([CH2:11][C:12]1[CH:17]=[CH:16][C:15]([C:18]([CH3:21])([CH3:20])[CH3:19])=[CH:14][CH:13]=1)[CH:8]([CH3:10])[CH3:9])C.CO.Cl>C1(C)C=CC=CC=1>[C:26]([O:25][C:23]([NH:22][C@@H:5]([CH2:6][C@H:7]([CH2:11][C:12]1[CH:13]=[CH:14][C:15]([C:18]([CH3:20])([CH3:19])[CH3:21])=[CH:16][CH:17]=1)[CH:8]([CH3:10])[CH3:9])[CH:4]=[O:3])=[O:24])([CH3:27])([CH3:28])[CH3:29]. Procedure: A 1.2M diisobutylal hydridesolution in toluene (4.2 ml) is slowly added dropwise at -75° C. to a solution of 2(S)-(tert-butoxycarbonyl)amino-4(S)-(p-tert-butyl-benzyl)-5-methyl-hexanoic acid ethyl ester (1 g) in toluene (20 ml). The reaction mixture is stirred for 30 minutes at -70° C., then 10 ml of methanol are added and the mixture is poured onto a mixture of ice and 1N hydrochloric acid (10 ml) and extracted with ethyl acetate. The title compound is obtained: Rf (dichloromethane)=0.35. The reagents and catalysts are [Ni] (Raney nickel). Procedure details: A mixture of 1.11 g of 2-amino-4-(2-phenylethoxy)-3-nitropyridine (starting material K2), 1.0 ml of hydrazine hydrate and 0.130 g of Raney nickel in 30 ml of methanol is heated under reflux until no starting material is detectable by TLC. After filtration and evaporation of the solvent the residue is chromatographed on silica gel (dichloromethane/methanol 20:1+1% triethylamine). Concentration of the pure fractions and drying in vacuo gives 0.68 g of the title compound as an oil, which crystalliz... RXN SMILES: [NH2:1][C:2]1[C:7]([N+:8]([O-])=O)=[C:6]([O:11][CH2:12][CH2:13][C:14]2[CH:19]=[CH:18][CH:17]=[CH:16][CH:15]=2)[CH:5]=[CH:4][N:3]=1.O.NN>[Ni].CO>[NH2:1][C:2]1[C:7]([NH2:8])=[C:6]([O:11][CH2:12][CH2:13][C:14]2[CH:15]=[CH:16][CH:17]=[CH:18][CH:19]=2)[CH:5]=[CH:4][N:3]=1 |f:1.2|. Product: NC1=NC=CC(=C1N)OCCC1=CC=CC=C1 (2,3-Diamino-4-(2-phenylethoxy)pyridine). Run in CO (methanol). The yield is 69.3%. The reactants are NC1=NC=CC(=C1[N+](=O)[O-])OCCC1=CC=CC=C1 (2-amino-4-(2-phenylethoxy)-3-nitropyridine), O.NN (hydrazine hydrate).